Dataset: the Open Reaction Database (ORD), a public repository of structured organic reaction records. Task: describe an organic reaction: reactants, conditions, products, and yield Starting materials: ClC(Cl)(Cl)Cl, CC(C)c1ccc(C(C)C)c(Br)c1, [Cl-], O=S(=O)(O)Cl, [Na+]. Product: CC(C)c1ccc(C(C)C)c(Br)c1, O=S(=O)(Cl)Cl. Reaction SMILES: [C:21]([Cl:22])([Cl:23])([Cl:24])[Cl:25].[CH:6]([CH3:7])([CH3:8])[c:9]1[c:10]([Br:18])[cH:11][c:12]([CH:15]([CH3:16])[CH3:17])[cH:13][cH:14]1.[Cl-:20].[Cl:1][S:2](=[O:3])(=[O:4])[OH:5].[Na+:19]>>[CH:6]([CH3:7])([CH3:8])[c:9]1[c:10]([Br:18])[cH:11][c:12]([CH:15]([CH3:16])[CH3:17])[cH:13][cH:14]1.[Cl:1][S:2](=[O:3])(=[O:5])[Cl:20]. Reactants: C1CCNCC1, Cc1ccccc1, COc1ccc(N(C(=O)CN2C(=O)Cc3nnc(-c4ccccc4)n3-c3ccccc32)C(C)C)cn1, O=Cc1c[nH]c2cc(F)ccc12, O. Product: COc1ccc(N(C(=O)CN2C(=O)C(=Cc3c[nH]c4cc(F)ccc34)c3nnc(-c4ccccc4)n3-c3ccccc32)C(C)C)cn1. RXN SMILES: [CH2:49]1[CH2:50][CH2:51][NH:52][CH2:53][CH2:54]1.[CH3:55][c:56]1[cH:57][cH:58][cH:59][cH:60][cH:61]1.[CH:1]([CH3:2])([CH3:3])[N:4]([C:5]([CH2:6][N:7]1[c:8]2[c:9]([cH:24][cH:25][cH:26][cH:27]2)-[n:10]2[c:11](-[c:18]3[cH:19][cH:20][cH:21][cH:22][cH:23]3)[n:12][n:13][c:14]2[CH2:15][C:16]1=[O:17])=[O:28])[c:29]1[cH:30][n:31][c:32]([O:35][CH3:36])[cH:33][cH:34]1.[F:37][c:38]1[cH:39][cH:40][c:41]2[c:42]([CH:47]=[O:48])[cH:43][nH:44][c:45]2[cH:46]1.[OH2:62]>>[CH:1]([CH3:2])([CH3:3])[N:4]([C:5]([CH2:6][N:7]1[c:8]2[c:9]([cH:24][cH:25][cH:26][cH:27]2)-[n:10]2[c:11](-[c:18]3[cH:19][cH:20][cH:21][cH:22][cH:23]3)[n:12][n:13][c:14]2[C:15](=[CH:47][c:42]2[c:41]3[cH:40][cH:39][c:38]([F:37])[cH:46][c:45]3[nH:44][cH:43]2)[C:16]1=[O:17])=[O:28])[c:29]1[cH:30][n:31][c:32]([O:35][CH3:36])[cH:33][cH:34]1. Starting materials: CC(=O)Nc1ccc(OCc2ccccc2)c(C(=O)O)n1, O=C([O-])O, CI, [Na+], CN(C)C=O, O. The product is COC(=O)c1nc(NC(C)=O)ccc1OCc1ccccc1. Reaction SMILES: [C:1]([CH3:2])(=[O:3])[NH:4][c:5]1[cH:6][cH:7][c:8]([O:14][CH2:15][c:16]2[cH:17][cH:18][cH:19][cH:20][cH:21]2)[c:9]([C:11](=[O:12])[OH:13])[n:10]1.[C:24](=[O:25])([O-:26])[OH:27].[CH3:22][I:23].[Na+:28].[O:30]=[CH:31][N:32]([CH3:33])[CH3:34].[OH2:29]>>[C:1]([CH3:2])(=[O:3])[NH:4][c:5]1[cH:6][cH:7][c:8]([O:14][CH2:15][c:16]2[cH:17][cH:18][cH:19][cH:20][cH:21]2)[c:9]([C:11](=[O:12])[O:13][CH3:24])[n:10]1. Reactants: N(=[N+]=[N-])C1CC(CC1)=O (3-Azido-cyclopentanone), [BH4-].[Na+] (sodium borohydride). Solvent: CO (methanol). Conditions: time 1 hour. Product: N(=[N+]=[N-])C1CC(CC1)O (3-Azido-cyclopentanol). Reaction SMILES: [N:1]([CH:4]1[CH2:8][CH2:7][C:6](=[O:9])[CH2:5]1)=[N+:2]=[N-:3].[BH4-].[Na+]>CO>[N:1]([CH:4]1[CH2:8][CH2:7][CH:6]([OH:9])[CH2:5]1)=[N+:2]=[N-:3] |f:1.2|. Procedure: To a solution of 3-Azido-cyclopentanone (about 7.2 g, 57.6 mmol) in methanol (250 mL) was added sodium borohydride (11 g, 288 mmol) in five portions at 0° C., then the reaction mixture was stirred at room temperature for 1 hour. The resulting mixture was quenched with water and extracted with ethyl acetate. The organic solution (TLC showed one spot) was concentrated and the residue was used for the next step. 1H NMR (400 MHz, CDCl3) δ: 4.25-4.30 (m, 1H), 3.95-3.80 (m, 6H).